This data is from the Open Reaction Database (ORD), a public repository of structured organic reaction records. The task is: describe an organic reaction: reactants, conditions, products, and yield The solvent is O (water). RXN SMILES: [NH2:1][C:2]1[CH:6]=[C:5]([C:7]([CH3:10])([CH3:9])[CH3:8])[S:4][C:3]=1[C:11]([O:13][CH3:14])=[O:12].Cl[C:16]([O:18][CH2:19][C:20]1[CH:25]=[CH:24][CH:23]=[CH:22][CH:21]=1)=[O:17].C([O-])([O-])=O.[Na+].[Na+].C1(C)C=CC=CC=1>O>[C:16]([NH:1][C:2]1[CH:6]=[C:5]([C:7]([CH3:10])([CH3:8])[CH3:9])[S:4][C:3]=1[C:11]([O:13][CH3:14])=[O:12])([O:18][CH2:19][C:20]1[CH:25]=[CH:24][CH:23]=[CH:22][CH:21]=1)=[O:17] |f:2.3.4|. Reactants: NC1=C(SC(=C1)C(C)(C)C)C(=O)OC (methyl 3-amino-5-tert-butylthiophene-2-carboxylate), ClC(=O)OCC1=CC=CC=C1 (benzyl chloroformate), C(=O)([O-])[O-].[Na+].[Na+] (Na2CO3), C1(=CC=CC=C1)C (toluene). Product: C(=O)(OCC1=CC=CC=C1)NC1=C(SC(=C1)C(C)(C)C)C(=O)OC (methyl 3-(N-carbobenzyloxyamino)-5-tert-butylthiophene-2-carboxylate). Reaction conditions: time 18 hour. Reported procedure: A solution of methyl 3-amino-5-tert-butylthiophene-2-carboxylate (20.0 g, 93.9 mmol), benzyl chloroformate (80.4 mL, 563 mmol), Na2CO3 (1.10 g, 9.93 mmol), toluene (400 mL) and water (50 mL) was heated at the reflux temp. for 18 h. Volatiles were removed under reduced pressure. The resulting oil was dissolved in EtOAc, washed with water and a concentrated NaCl solution, dried (MgSO4) and concentrated under reduced pressure to afford methyl 3-(N-carbobenzyloxyamino)-5-tert-butylthiophene-2-carbox... Starting materials: [Br-].C(C)OC(=O)C[NH+]1C(C(C2=CC=CC=C12)N1CCCC1)=C (1-ethoxycarbonylmethyl-3-pyrrolidin-1-yl-methylene-3H-indolium bromide), C(#N)CC(=O)OC(C)(C)C (tert-butyl cyanoacetate), CC[O-].[Na+] (sodium ethylate), Cl (HCl), FC(C(=O)O)(F)F (trifluoroacetic acid). Solvent: C(Cl)(Cl)Cl (chloroform), CCO (EtOH), CCOC(=O)C (EtOAc), O (water). Run at time 8 hour. Product: C(#N)C(C(=O)O)=CC1=CN(C2=CC=CC=C12)CC(=O)OCC (2-Cyano-3-(1-ethoxycarbonylmethyl-1H-indol-3-yl)-acrylic acid). The yield is 97.0%. Reaction SMILES: [Br-].[CH2:2]([O:4][C:5]([CH2:7][NH+:8]1[C:16]2[C:11](=[CH:12][CH:13]=[CH:14][CH:15]=2)[CH:10](N2CCCC2)[C:9]1=C)=[O:6])[CH3:3].[C:23]([CH2:25][C:26]([O:28]C(C)(C)C)=[O:27])#[N:24].[CH3:33]C[O-].[Na+].Cl.FC(F)(F)C(O)=O>C(Cl)(Cl)Cl.CCO.CCOC(C)=O.O>[C:23]([C:25](=[CH:33][C:10]1[C:11]2[C:16](=[CH:15][CH:14]=[CH:13][CH:12]=2)[N:8]([CH2:7][C:5]([O:4][CH2:2][CH3:3])=[O:6])[CH:9]=1)[C:26]([OH:28])=[O:27])#[N:24] |f:0.1,3.4|. Reported procedure: To a stirred solution of Precursor A (1-ethoxycarbonylmethyl-3-pyrrolidin-1-yl-methylene-3H-indolium bromide, 4.0 g, 10.8 mmol) and tert-butyl cyanoacetate (15.0 g, 10.8 mmol) in chloroform (100 ml) was added dropwise a solution of sodium ethylate (0.74 g, 10.8 mmol) in dry EtOH (40 ml). The reaction mixture was kept stirring at rt overnight, then diluted with EtOAc (60 ml) and water (30 ml), acidified to pH 3 by adding 1N aqueous HCl. After phase separation, the aqueous phase was extracted twic... Reactants: OC1=C(C(N(C2=CC=CC=C12)N=CC1=CC=CC=C1)=O)C(=O)OCC (Ethyl 4-hydroxy-2-oxo-1-{[phenylmethylene]amino}-1,2-dihydroquinoline-3-carboxylate), NC1=C(C=CC=C1)S(=O)(=O)N (2-amino benzenesulfonamide), Cl (hydrochloric acid). Run in C1(=CC=CC=C1)C (toluene). Reaction conditions: temperature 25 celsius. Yields the product NN1C(C(=C(C2=CC=CC=C12)O)C1=NS(C2=C(N1)C=CC=C2)(=O)=O)=O (1-amino-3-(1,1-dioxido-4H-1,2,4-benzothiadiazin-3-yl)-4-hydroxyquinolin-2(1H)-one). Isolated yield 70.2%. RXN SMILES: [OH:1][C:2]1[C:11]2[C:6](=[CH:7][CH:8]=[CH:9][CH:10]=2)[N:5]([N:12]=CC2C=CC=CC=2)[C:4](=[O:20])[C:3]=1[C:21](OCC)=O.[NH2:26][C:27]1[CH:32]=[CH:31][CH:30]=[CH:29][C:28]=1[S:33]([NH2:36])(=[O:35])=[O:34].Cl>C1(C)C=CC=CC=1>[NH2:12][N:5]1[C:6]2[C:11](=[CH:10][CH:9]=[CH:8][CH:7]=2)[C:2]([OH:1])=[C:3]([C:21]2[NH:26][C:27]3[CH:32]=[CH:31][CH:30]=[CH:29][C:28]=3[S:33](=[O:34])(=[O:35])[N:36]=2)[C:4]1=[O:20]. Procedure: The product of Example 226C (4.51 g, 14.00 mmol) was reacted with 2-amino benzenesulfonamide (2.41 g, 14.00 mmol) in toluene (65 mL) at reflux for 6 hours. After cooling to 25° C., the solid (5.52 g) was collected by filtration and reacted further with aqueous 10% potassium hydroxide (100 mL) for 8 hours at 130° C. After cooling to 25° C., the reaction was poured into ice and acidified to pH 2 with 1 M hydrochloric acid. The resulting solid was isolated by filtration and dried to give the title ... Starting materials: COC(CC(C)=O)OC, Cn1c(-c2ccccc2)cc2ccccc21, CC(=O)O, Cl. Product: CC(=O)C=Cc1c(-c2ccccc2)n(C)c2ccccc12. As a reaction SMILES: [CH3:17][O:18][CH:19]([CH2:20][C:21]([CH3:22])=[O:23])[O:24][CH3:25].[CH3:1][n:2]1[c:3](-[c:11]2[cH:12][cH:13][cH:14][cH:15][cH:16]2)[cH:4][c:5]2[cH:6][cH:7][cH:8][cH:9][c:10]12.[CH3:27][C:28](=[O:29])[OH:30].[ClH:26]>>[CH3:1][n:2]1[c:3](-[c:11]2[cH:12][cH:13][cH:14][cH:15][cH:16]2)[c:4]([CH:19]=[CH:20][C:21]([CH3:22])=[O:23])[c:5]2[cH:6][cH:7][cH:8][cH:9][c:10]12. Starting materials: COC(C1=C(N=C(C=C1)C1=CC=C(C=C1)C(F)(F)F)COC)=O (2-methoxymethyl-6-(4-trifluoromethyl-phenyl)-nicotinic acid methyl ester), CC(C)C[AlH]CC(C)C (DIBAL-H). Solvent: C1CCOC1 (THF). The product is COCC1=NC(=CC=C1CO)C1=CC=C(C=C1)C(F)(F)F ([2-Methoxymethyl-6-(4-trifluoromethyl-phenyl)-pyridin-3-yl]-methanol). RXN SMILES: C[O:2][C:3](=O)[C:4]1[CH:9]=[CH:8][C:7]([C:10]2[CH:15]=[CH:14][C:13]([C:16]([F:19])([F:18])[F:17])=[CH:12][CH:11]=2)=[N:6][C:5]=1[CH2:20][O:21][CH3:22].CC(C[AlH]CC(C)C)C>C1COCC1>[CH3:22][O:21][CH2:20][C:5]1[C:4]([CH2:3][OH:2])=[CH:9][CH:8]=[C:7]([C:10]2[CH:15]=[CH:14][C:13]([C:16]([F:19])([F:17])[F:18])=[CH:12][CH:11]=2)[N:6]=1. Reported procedure: 0.364 g (1.119 mmol) of the above prepared 2-methoxymethyl-6-(4-trifluoromethyl-phenyl)-nicotinic acid methyl ester in 6 ml of abs. THF was cooled down to 0° C. and reacted with 2.8 ml of DIBAL-H-solution (1.0 M in toluene, 2.5 eq.) for 1 h. Careful quenching with icewater, filtration over a pad of Celite, twofold extraction with AcOEt, washing with NH4Cl-solution, drying over magnesium sulfate, and evaporation of the solvents left a crude product which was purified by flash chromatography (SiO2... Starting materials: C(C)(C)(C)OC(=O)N1C(=C(C2=CC(=CC=C12)F)C)S(NC1=C(C=C(C=C1)C1=CC=NC=C1)C(F)(F)F)(=O)=O (5-fluoro-3-methyl-2-(4-pyridin-4-yl-2-trifluoromethyl-phenylsulfamoyl)-indole-1-carboxylic acid tert-butyl ester), Cl.C(C)(=O)OCC (HCl ethyl acetate). Product: Cl.N1=CC=C(C=C1)C1=CC(=C(C=C1)NS(=O)(=O)C=1NC2=CC=C(C=C2C1C)F)C(F)(F)F (5-Fluoro-3-methyl-1H-indole-2-sulfonic acid(4-pyridin-4-yl-2-trifluoromethyl-phenyl)-amide hydrochloride). As a reaction SMILES: C(OC([N:8]1[C:16]2[C:11](=[CH:12][C:13]([F:17])=[CH:14][CH:15]=2)[C:10]([CH3:18])=[C:9]1[S:19](=[O:38])(=[O:37])[NH:20][C:21]1[CH:26]=[CH:25][C:24]([C:27]2[CH:32]=[CH:31][N:30]=[CH:29][CH:28]=2)=[CH:23][C:22]=1[C:33]([F:36])([F:35])[F:34])=O)(C)(C)C.[ClH:39].C(OCC)(=O)C>>[ClH:39].[N:30]1[CH:29]=[CH:28][C:27]([C:24]2[CH:25]=[CH:26][C:21]([NH:20][S:19]([C:9]3[NH:8][C:16]4[C:11]([C:10]=3[CH3:18])=[CH:12][C:13]([F:17])=[CH:14][CH:15]=4)(=[O:37])=[O:38])=[C:22]([C:33]([F:36])([F:35])[F:34])[CH:23]=2)=[CH:32][CH:31]=1 |f:1.2,3.4|. Procedure: This compound was prepared in analogy to example 27b starting from 5-fluoro-3-methyl-2-(4-pyridin-4-yl-2-trifluoromethyl-phenylsulfamoyl)-indole-1-carboxylic acid tert-butyl ester (0.052 g), 2.5 N HCl/ethyl acetate (10.0 ml) to obtain the title compound (0.041 g) as a brownish amorphous powder. MS (ISN): 448.4 (M−H)− Reactants: BrCCCOC1CCCCO1, [H-], [Na+], CN(C)C=O, O, Cn1ccnc1S. The product is Cn1ccnc1SCCCOC1CCCCO1. Reaction SMILES: [Br:10][CH2:11][CH2:12][CH2:13][O:14][CH:15]1[O:16][CH2:17][CH2:18][CH2:19][CH2:20]1.[H-:1].[Na+:2].[O:21]=[CH:22][N:23]([CH3:24])[CH3:25].[OH2:26].[SH:3][c:4]1[n:5]([CH3:9])[cH:6][cH:7][n:8]1>>[S:3]([c:4]1[n:5]([CH3:9])[cH:6][cH:7][n:8]1)[CH2:11][CH2:12][CH2:13][O:14][CH:15]1[O:16][CH2:17][CH2:18][CH2:19][CH2:20]1. The reactants are NC1=NC(=CC=C1OCC1=C(C=CC=C1Cl)Cl)C (2-amino-3-(2,6-dichlorobenzyloxy)-6-methyl-pyridine), Cl.C1(=CC=CC=C1)CC(OCC)=N (ethyl phenylacetimidate hydrochloride). Run in C(C)O (ethanol). The product is Cl.ClC1=C(COC=2C(=NC(=CC2)C)NC(CC2=CC=CC=C2)=N)C(=CC=C1)Cl (N-(3-(2,6-Dichlorobenzyloxy)-6-methyl-2-pyridyl)phenyl-acetamidine hydrochloride). Yield: 30.7%. As a reaction SMILES: [NH2:1][C:2]1[C:7]([O:8][CH2:9][C:10]2[C:15]([Cl:16])=[CH:14][CH:13]=[CH:12][C:11]=2[Cl:17])=[CH:6][CH:5]=[C:4]([CH3:18])[N:3]=1.Cl.[C:20]1([CH2:26][C:27](=[NH:31])OCC)[CH:25]=[CH:24][CH:23]=[CH:22][CH:21]=1>C(O)C>[ClH:16].[Cl:17][C:11]1[CH:12]=[CH:13][CH:14]=[C:15]([Cl:16])[C:10]=1[CH2:9][O:8][C:7]1[C:2]([NH:1][C:27](=[NH:31])[CH2:26][C:20]2[CH:25]=[CH:24][CH:23]=[CH:22][CH:21]=2)=[N:3][C:4]([CH3:18])=[CH:5][CH:6]=1 |f:1.2,4.5|. Procedure details: A mixture of 2-amino-3-(2,6-dichlorobenzyloxy)-6-methyl-pyridine (5.66 g, 20 mmol) and ethyl phenylacetimidate hydrochloride (4.39 g, 22 mmol) in ethanol (80 ml) was heated under reflux for 2 hours. Evaporation of the solvent gave a residue which was purified by chromatography (silica, chloroform/methanol) and recrystallisation from ethanol/ether to obtain the product (1.34 g), m.p. 217°-218° C. Starting materials: C1(=CC=C(C=C1)S(=O)(=O)N)C (4-toluenesulfonamide), CN(C=O)C (dimethylformamide), ClCCO (2-chloroethanol), C([O-])([O-])=O.[K+].[K+] (potassium carbonate). Run at temperature 110 celsius, time 3 day. Product: OCCN(S(=O)(=O)C1=CC=C(C=C1)C)CCO (N,N-bis(2-hydroxyethyl)-4-toluenesulfonamide). Yield: 81.0%. Reaction SMILES: [C:1]1([CH3:11])[CH:6]=[CH:5][C:4]([S:7]([NH2:10])(=[O:9])=[O:8])=[CH:3][CH:2]=1.Cl[CH2:13][CH2:14][OH:15].[C:16](=[O:19])([O-])[O-].[K+].[K+].[CH3:22]N(C)C=O>>[OH:15][CH2:14][CH2:13][N:10]([CH2:22][CH2:16][OH:19])[S:7]([C:4]1[CH:3]=[CH:2][C:1]([CH3:11])=[CH:6][CH:5]=1)(=[O:8])=[O:9] |f:2.3.4|. Reported procedure: 6.84 g (40 mmol) 4-toluenesulfonamide A5, 7 ml (8.37 g, 104 mmol) 2-chloroethanol and 27.64 g (200 mmol) potassium carbonate were suspended in 100 ml dimethylformamide and stirred for 3 days at 110° C. Upon cooling, the reaction mixture was filtrated and the precipitate washed with chloroform. The filtrate was concentrated, the oily residue taken up in chloroform and finally washed with a 10% sodium hydroxide solution. On concentrating the organic solution, 8.4 g of pure product were obtained as... Starting materials: CN(C)C=O, CC1OC1(Cn1cncn1)c1ccc(F)cc1, [H-], [Na+], c1c[nH]nn1. Yields the product CC(n1nccn1)C(O)(Cn1cncn1)c1ccc(F)cc1. Reaction SMILES: [CH3:25][N:26]([CH3:27])[CH:28]=[O:29].[F:8][c:9]1[cH:10][cH:11][c:12]([C:15]2([CH2:19][n:20]3[n:21][cH:22][n:23][cH:24]3)[O:16][CH:17]2[CH3:18])[cH:13][cH:14]1.[H-:6].[Na+:7].[nH:1]1[n:2][n:3][cH:4][cH:5]1>>[n:1]1[n:2]([CH:17]([C:15]([c:12]2[cH:11][cH:10][c:9]([F:8])[cH:14][cH:13]2)([OH:16])[CH2:19][n:20]2[n:21][cH:22][n:23][cH:24]2)[CH3:18])[n:3][cH:4][cH:5]1.